From a dataset of the Open Reaction Database (ORD), a public repository of structured organic reaction records. describe an organic reaction: reactants, conditions, products, and yield The reactants are Cc1ccc(NC(=O)c2ccnc(N3CCOCC3)c2)cc1Nc1ccnc(OC2CCN(C(=O)OC(C)(C)C)CC2)n1, ClCCl, O=C(O)C(F)(F)F. Yields the product Cc1ccc(NC(=O)c2ccnc(N3CCOCC3)c2)cc1Nc1ccnc(OC2CCNCC2)n1. Reaction SMILES: [C:8]([O:9][C:10](=[O:11])[N:15]1[CH2:16][CH2:17][CH:18]([O:21][c:22]2[n:23][cH:24][cH:25][c:26]([NH:28][c:29]3[c:30]([CH3:50])[cH:31][cH:32][c:33]([NH:35][C:36](=[O:37])[c:38]4[cH:39][c:40]([N:44]5[CH2:45][CH2:46][O:47][CH2:48][CH2:49]5)[n:41][cH:42][cH:43]4)[cH:34]3)[n:27]2)[CH2:19][CH2:20]1)([CH3:12])([CH3:13])[CH3:14].[CH2:51]([Cl:52])[Cl:53].[OH:1][C:2]([C:3]([F:4])([F:5])[F:6])=[O:7]>>[NH:15]1[CH2:16][CH2:17][CH:18]([O:21][c:22]2[n:23][cH:24][cH:25][c:26]([NH:28][c:29]3[c:30]([CH3:50])[cH:31][cH:32][c:33]([NH:35][C:36](=[O:37])[c:38]4[cH:39][c:40]([N:44]5[CH2:45][CH2:46][O:47][CH2:48][CH2:49]5)[n:41][cH:42][cH:43]4)[cH:34]3)[n:27]2)[CH2:19][CH2:20]1. Starting materials: ClCCCC1=CNC2=CC=C(C=C12)OC (3-(3-chloropropyl)-5-methoxyindole), C1OC=2C=C3C(=CNC3=CC2O1)C1CCNCC1 (4-(5,6-methylenedioxyindol-3-yl)piperidine). The product is Cl.N1C=C(C2=CC=CC=C12)CCCN1CCC(CC1)C1=CNC2=CC=C(C=C12)OC (3-[1-(3-(indol-3-yl)propyl)-4-piperidyl]-5-methoxyindole, hydrochloride). RXN SMILES: [Cl:1][CH2:2][CH2:3][CH2:4][C:5]1[C:13]2[C:8](=[CH:9][CH:10]=[C:11]([O:14][CH3:15])[CH:12]=2)[NH:7][CH:6]=1.C1O[C:26]2[CH:25]=[C:24]3[C:20]([C:21]([CH:28]4[CH2:33][CH2:32][NH:31][CH2:30][CH2:29]4)=[CH:22][NH:23]3)=[CH:19][C:18]=2O1>>[ClH:1].[NH:23]1[C:24]2[C:20](=[CH:19][CH:18]=[CH:26][CH:25]=2)[C:21]([CH2:28][CH2:29][CH2:30][N:31]2[CH2:32][CH2:33][CH:4]([C:5]3[C:13]4[C:8](=[CH:9][CH:10]=[C:11]([O:14][CH3:15])[CH:12]=4)[NH:7][CH:6]=3)[CH2:3][CH2:2]2)=[CH:22]1 |f:2.3|. Reported procedure: of 3-(3-chloropropyl)-5-methoxyindole with 4-(5,6-methylenedioxyindol-3-yl)piperidine: Starting materials: BrC=1C=2N(C=CC1)N=C(N2)N (8-bromo-[1,2,4]triazolo[1,5-a]pyridin-2-ylamine), FC(C1=CC=C(C=C1)B(O)O)(F)F ((4-trifluoromethylphenyl)boronic acid). Yields the product FC(C1=CC=C(C=C1)C=1C=2N(C=CC1)N=C(N2)N)(F)F (8-(4-Trifluoromethyl-phenyl)-[1,2,4]triazolo[1,5-a]pyridin-2-ylamine), solid. Yield: 97.0%. Reaction SMILES: Br[C:2]1[C:3]2[N:4]([N:8]=[C:9]([NH2:11])[N:10]=2)[CH:5]=[CH:6][CH:7]=1.[F:12][C:13]([F:24])([F:23])[C:14]1[CH:19]=[CH:18][C:17](B(O)O)=[CH:16][CH:15]=1>>[F:12][C:13]([F:24])([F:23])[C:14]1[CH:19]=[CH:18][C:17]([C:2]2[C:3]3[N:4]([N:8]=[C:9]([NH2:11])[N:10]=3)[CH:5]=[CH:6][CH:7]=2)=[CH:16][CH:15]=1. Reported procedure: 8-(4-Trifluoromethyl-phenyl)-[1,2,4]triazolo[1,5-a]pyridin-2-ylamine was prepared from 8-bromo-[1,2,4]triazolo[1,5-a]pyridin-2-ylamine (504.7 mg, 2.369 mmol) and (4-trifluoromethylphenyl)boronic acid (500.0 mg, 2.632 mmol) in a manner analogous to Step 2c. The reaction product was isolated as a yellow solid (0.64 g, 97%). MP=186-187° C. 1H NMR (400 MHz, (D3C)2SO, δ, ppm): 8.62 (d, J=6.3 Hz, 1H), 8.34 (d, J=8.0 Hz, 2H), 7.88-7.80 (m, 3H), 7.02 (t, J=6.8 Hz, 1H), 6.18 (s, 2H). MS=279 (MH)+. The reactants are C(C)OC(=O)C1CC(N(CC1)C)S(=O)(=O)C1=CC=C(C=C1)OCC1=CC=C(C=C1)Cl ([4-(4-Chloro-benzyloxy)-benzenesulfonyl]-1-methylpiperidine-4-carboxylic acid ethyl ester), CO (Methanol), [OH-].[Na+] (NaOH). Solvent: C1CCOC1 (THF). Product: ClC1=CC=C(COC2=CC=C(C=C2)S(=O)(=O)C2N(CCC(C2)C(=O)O)C)C=C1 (4-(4-Chloro-benzyloxy)-benzenesulfonyl-1-methylpiperidine-4-carboxylic acid). Reaction SMILES: C([O:3][C:4]([CH:6]1[CH2:11][CH2:10][N:9]([CH3:12])[CH:8]([S:13]([C:16]2[CH:21]=[CH:20][C:19]([O:22][CH2:23][C:24]3[CH:29]=[CH:28][C:27]([Cl:30])=[CH:26][CH:25]=3)=[CH:18][CH:17]=2)(=[O:15])=[O:14])[CH2:7]1)=[O:5])C.CO.[OH-].[Na+]>C1COCC1>[Cl:30][C:27]1[CH:26]=[CH:25][C:24]([CH2:23][O:22][C:19]2[CH:18]=[CH:17][C:16]([S:13]([CH:8]3[CH2:7][CH:6]([C:4]([OH:5])=[O:3])[CH2:11][CH2:10][N:9]3[CH3:12])(=[O:15])=[O:14])=[CH:21][CH:20]=2)=[CH:29][CH:28]=1 |f:2.3|. Procedure details: [4-(4-Chloro-benzyloxy)-benzenesulfonyl-1-methylpiperidine-4-carboxylic acid was prepared starting from [4-(4-Chloro-benzyloxy)-benzenesulfonyl]-1-methylpiperidine-4-carboxylic acid ethyl ester (10.7 g, 24 mmol) dissolved in THF:Methanol (75: 75 ml) and 10N NaOH (20 ml). The resulting reaction mixture was worked up as outlined in example 83. Yield 4.9 g (50%); off white solid; MS: 426.2 (M+H)+ Starting materials: O (water), C(O)([O-])=O.[Na+] (sodium hydrogen carbonate), C1(CCCCC1)N (cyclohexylamine), FC1=C(C=C(C=C1)C=1OC2=C(N1)C=CC=C2)[N+](=O)[O-] (2-(4-fluoro-3-nitrophenyl)benzoxazole). Run in C(C)O (ethanol). Reaction conditions: time 4 hour. Yields the product C1(CCCCC1)NC1=C(C=C(C=C1)C=1OC2=C(N1)C=CC=C2)[N+](=O)[O-] (2-(4-cyclohexylamino-3-nitrophenyl)benzoxazole). Isolated yield 47.6%. RXN SMILES: F[C:2]1[CH:7]=[CH:6][C:5]([C:8]2[O:9][C:10]3[CH:16]=[CH:15][CH:14]=[CH:13][C:11]=3[N:12]=2)=[CH:4][C:3]=1[N+:17]([O-:19])=[O:18].C(=O)([O-])O.[Na+].[CH:25]1([NH2:31])[CH2:30][CH2:29][CH2:28][CH2:27][CH2:26]1.O>C(O)C>[CH:25]1([NH:31][C:2]2[CH:7]=[CH:6][C:5]([C:8]3[O:9][C:10]4[CH:16]=[CH:15][CH:14]=[CH:13][C:11]=4[N:12]=3)=[CH:4][C:3]=2[N+:17]([O-:19])=[O:18])[CH2:30][CH2:29][CH2:28][CH2:27][CH2:26]1 |f:1.2|. Reported procedure: To a suspension of 2-(4-fluoro-3-nitrophenyl)benzoxazole (see Working Example 15-2) (300 mg, 1.19 mmol) in ethanol (5 mL) was added sodium hydrogen carbonate (295 mg, 2.32 mmol) and cyclohexylamine (288 mg, 2.32 mmol), and this was heated to reflux with stirring for 4 hours. After the reaction was complete, this was cooled to room temperature, water was added, and this was extracted with ethyl acetate. The organic layer obtained was dried over anhydrous sodium sulfate, filtered, and concentrated... The reactants are CC1(C2=CC=CC=C2[N+](=C1/C=C/C3=CC=C(C=C3)N(C)CCC#N)C)C.[Cl-] (C.I. Basic Red 14), C(CCCCCCCCCCC)OS(=O)(=O)C1=CC=CC=C1.[Na] (sodium dodecylbenzenesulfonate), O.C1(=CC=CC=C1)C (water toluene). Solvent: C1(=CC=CC=C1)C (toluene). Yields the product C(CCCCCCCCCCC)OS(=O)(=O)C1=CC=CC=C1 (Dodecylbenzenesulfonate). RXN SMILES: CC1(C)C(/C=C/C2C=CC(N(CCC#N)C)=CC=2)=[N+](C)C2C1=CC=CC=2.[Cl-].[CH2:28]([O:40][S:41]([C:44]1[CH:49]=[CH:48][CH:47]=[CH:46][CH:45]=1)(=[O:43])=[O:42])[CH2:29][CH2:30][CH2:31][CH2:32][CH2:33][CH2:34][CH2:35][CH2:36][CH2:37][CH2:38][CH3:39].[Na].O.C1(C)C=CC=CC=1>C1(C)C=CC=CC=1>[CH2:28]([O:40][S:41]([C:44]1[CH:49]=[CH:48][CH:47]=[CH:46][CH:45]=1)(=[O:43])=[O:42])[CH2:29][CH2:30][CH2:31][CH2:32][CH2:33][CH2:34][CH2:35][CH2:36][CH2:37][CH2:38][CH3:39] |f:0.1,2.3,4.5,^1:49|. Reported procedure: In the same manner as in Example 1, 1 g of C.I. Basic Red 14 (commercial name: Aizen Cathilon Red 4GH, made by Hodogaya Chem. Ind., Col, Ltd.) and 1 g of sodium dodecylbenzenesulfonate were reacted to obtain about 1.6 g of a dark reddish purple tar-like captioned hydrophobic cationic dye. The hydrophobic cationic dye was placed in a water-toluene phase and shaken, whereupon the dye mostly remained in the toluene phase. This reveals that the substitution with the organic anion contributes to dras... The reactants are ClC1=C(C=C(C(=O)N)C=C1)S(N)(=O)=O (4-chloro-3-sulfamoylbenzoic acid-amide), CN1CCNCC1 (N-methylpiperazine). The solvent is O (water). The product is CN1CCN(CC1)C1=C(C=C(C(=O)N)C=C1)S(N)(=O)=O (4-(4-Methylpiperazine-1-yl)-3-sulfamoylbenzoic acid-amide). RXN SMILES: Cl[C:2]1[CH:10]=[CH:9][C:5]([C:6]([NH2:8])=[O:7])=[CH:4][C:3]=1[S:11](=[O:14])(=[O:13])[NH2:12].[CH3:15][N:16]1[CH2:21][CH2:20][NH:19][CH2:18][CH2:17]1>O>[CH3:15][N:16]1[CH2:21][CH2:20][N:19]([C:2]2[CH:10]=[CH:9][C:5]([C:6]([NH2:8])=[O:7])=[CH:4][C:3]=2[S:11](=[O:14])(=[O:13])[NH2:12])[CH2:18][CH2:17]1. Procedure: 165 Grams of 4-chloro-3-sulfamoylbenzoic acid-amide (0.7 mole) were stirred with 0.3 l of N-methylpiperazine for 1 hour at 130° C. Subsequently the reaction mixture was diluted with 2 l of water, and the crystalline precipitate was suction-filtered. The crude product (150 g with a degradation point of 301° C.) was dissolved in 3 l of 0.5N HCl and, after the solution had been decolorized with activated charcoal, the said product was precipitated in a crystalline state, at pH 8, by means of 2N amm... The reactants are S(=O)(=O)(Cl)Cl (sulphuryl chloride), solution, 2,2-azoisobutyronitrile, solution, ClC1=C(C(=NN1C)C)C=O (5-chloro-1,3-dimethyl-1H-pyrazole-4-carbaldehyde). Solvent: ClC1=C(C=CC=C1)Cl (1,2-dichlorobenzene). Run at time 2 hour. Yields the product ClC1=C(C(=NN1C)C)C(=O)Cl (5-chloro-1,3-dimethyl-1H-pyrazole-4-carbonyl chloride). Yield: 72.0%. RXN SMILES: S(Cl)([Cl:4])(=O)=O.[Cl:6][C:7]1[N:11]([CH3:12])[N:10]=[C:9]([CH3:13])[C:8]=1[CH:14]=[O:15]>ClC1C=CC=CC=1Cl>[Cl:6][C:7]1[N:11]([CH3:12])[N:10]=[C:9]([CH3:13])[C:8]=1[C:14]([Cl:4])=[O:15]. Reported procedure: Simultaneously, 68 g of sulphuryl chloride and 70.5 g of a 2.5% solution of 2,2-azoisobutyronitrile (AIBN) are added dropwise at 80° C. to 300 g of a 22.7% solution of 5-chloro-1,3-dimethyl-1H-pyrazole-4-carbaldehyde in 1,2-dichlorobenzene within 4 hours. After the metered addition has ended, the reaction solution is stirred for a further 2 hours. After removal of the solvent, 5-chloro-1,3-dimethyl-1H-pyrazole-4-carbonyl chloride is obtained in a yield of 72%. The reactants are ClC1=CC(=C(C=C1)[N+](=O)[O-])NC(=O)C(=O)OCC (1-chloro-3-ethoxalylamino-4-nitrobenzene), C(C)O (ethanol). The reagents and catalysts are [Ni] (Ra-Ni). Run in CN(C=O)C (dimethylformamide). Product: ClC=1C=C2NC(C(N(C2=CC1)O)=O)=O (6-chloro-1-hydroxyquinoxaline-2,3(1H,4H)-dione). Yield: 33.4%. RXN SMILES: [Cl:1][C:2]1[CH:7]=[CH:6][C:5]([N+:8]([O-])=[O:9])=[C:4]([NH:11][C:12]([C:14]([O:16]CC)=O)=[O:13])[CH:3]=1.C(O)C>CN(C)C=O.[Ni]>[Cl:1][C:2]1[CH:3]=[C:4]2[C:5](=[CH:6][CH:7]=1)[N:8]([OH:9])[C:14](=[O:16])[C:12](=[O:13])[NH:11]2. Procedure details: A solution of 0.5 g (1.83 mmol) 1-chloro-3-ethoxalylamino-4-nitrobenzene in 15 ml dimethylformamide was hydrogenated at atm. pressure by using 0.5 g Ra-Ni as a catalyst. The residue was stirred with ethanol to give 0.13 g (30%) of 6-chloro-1-hydroxyquinoxaline-2,3(1H,4H)-dione. M.p. decomp. 1H-NMR (DMSO-d6): 11.8 (1H, broad s), 7.17 (3H, m). MS (m/e): 212 (M30 , 60%). Starting materials: NC1=C2C(=NC=N1)N(N=C2I)C=2C=C(C=CC2)N(C(\C=C\CN(C)C2CCC2)=O)C ((E)-N-(3-(4-amino-3-iodo-1H-pyrazolo[3,4-d]pyrimidin-1-yl)phenyl)-4-(cyclobutyl(methyl)amino)-N-methylbut-2-enamide), COC=1C=C(C=CC1C)B1OC(C(O1)(C)C)(C)C (2-(3-methoxy-4-methylphenyl)-4,4,5,5-tetramethyl-1,3,2-dioxaborolane), K3PO4.3H2O. The reagents and catalysts are C1=CC=C(C=C1)P([C-]2C=CC=C2)C3=CC=CC=C3.C1=CC=C(C=C1)P([C-]2C=CC=C2)C3=CC=CC=C3.Cl[Pd]Cl.[Fe+2] (Pd(dppf)Cl2). The solvent is CN(C)C=O.O (DMF H2O). Conditions: temperature 80 celsius, time 8 hour. The product is NC1=C2C(=NC=N1)N(N=C2C2=CC(=C(C=C2)C)OC)C=2C=C(C=CC2)N(C(\C=C\CN(C)C2CCC2)=O)C ((E)-N-(3-(4-amino-3-(3-methoxy-4-methylphenyl)-1H-pyrazolo[3,4-d]pyrimidin-1-yl)phenyl)-4-(cyclobutyl(methyl)amino)-N-methylbut-2-enamide). The yield is 14.2%. RXN SMILES: [NH2:1][C:2]1[N:7]=[CH:6][N:5]=[C:4]2[N:8]([C:12]3[CH:13]=[C:14]([N:18]([CH3:30])[C:19](=[O:29])/[CH:20]=[CH:21]/[CH2:22][N:23]([CH:25]4[CH2:28][CH2:27][CH2:26]4)[CH3:24])[CH:15]=[CH:16][CH:17]=3)[N:9]=[C:10](I)[C:3]=12.[CH3:31][O:32][C:33]1[CH:34]=[C:35](B2OC(C)(C)C(C)(C)O2)[CH:36]=[CH:37][C:38]=1[CH3:39]>CN(C=O)C.O.C1C=CC(P(C2C=CC=CC=2)[C-]2C=CC=C2)=CC=1.C1C=CC(P(C2C=CC=CC=2)[C-]2C=CC=C2)=CC=1.Cl[Pd]Cl.[Fe+2]>[NH2:1][C:2]1[N:7]=[CH:6][N:5]=[C:4]2[N:8]([C:12]3[CH:13]=[C:14]([N:18]([CH3:30])[C:19](=[O:29])/[CH:20]=[CH:21]/[CH2:22][N:23]([CH:25]4[CH2:28][CH2:27][CH2:26]4)[CH3:24])[CH:15]=[CH:16][CH:17]=3)[N:9]=[C:10]([C:35]3[CH:36]=[CH:37][C:38]([CH3:39])=[C:33]([O:32][CH3:31])[CH:34]=3)[C:3]=12 |f:2.3,4.5.6.7|. Reported procedure: To a stirred solution of (E)-N-(3-(4-amino-3-iodo-1H-pyrazolo[3,4-d]pyrimidin-1-yl)phenyl)-4-(cyclobutyl(methyl)amino)-N-methylbut-2-enamide (52) (222 mg, 0.4 mmol) and 2-(3-methoxy-4-methylphenyl)-4,4,5,5-tetramethyl-1,3,2-dioxaborolane (119 mg, 0.48 mmol) in DMF/H2O (4 mL/1 mL) were added Pd(dppf)Cl2 (16 mg, 0.02 mmol) and K3PO4.3H2O (320 mg, 1.2 mmol). The resulting mixture was purged with N2 (3×) and stirred at 80° C. overnight. Solvents were removed in vacuo. The residue was pre-purified by...